This data is from the Open Reaction Database (ORD), a public repository of structured organic reaction records. The task is: describe an organic reaction: reactants, conditions, products, and yield Starting materials: CCCCCC.C(C)OC(C)=O (n-hexane ethylacetate), OC1OC=C([C@@H]2[C@H]1C(=CC2)CO)C(=O)OC (methyl (4aS,7aS)-1-hydroxy-7-hydroxymethyl-1,4a,5,7a-tetrahydrocyclopenta[c]pyran-4-carboxylate), C([O-])(O)=O.[Na+] (sodium bicarbonate), FB(F)F.C(C)OCC (trifluoroboron diethylether). The solvent is CO (methanol). Run at time 20 hour. Yields the product OCC1=CC[C@H]2[C@@H]1[C@@H](OC=C2C(=O)OC)OC (methyl (1R,4aS,7aS)-7-hydroxymethyl-1-methoxy-1,4a,5,7a-tetrahydrocyclopenta[c]pyran-4-carboxylate). Yield: 100.0%. As a reaction SMILES: [OH:1][CH:2]1[C@@H:7]2[C:8]([CH2:11][OH:12])=[CH:9][CH2:10][C@@H:6]2[C:5]([C:13]([O:15][CH3:16])=[O:14])=[CH:4][O:3]1.FB(F)F.[CH2:21](OCC)C.C(=O)(O)[O-].[Na+].CCCCCC.C(OC(=O)C)C>CO>[OH:12][CH2:11][C:8]1[C@H:7]2[C@H:2]([O:1][CH3:21])[O:3][CH:4]=[C:5]([C:13]([O:15][CH3:16])=[O:14])[C@H:6]2[CH2:10][CH:9]=1 |f:1.2,3.4,5.6|. Procedure details: 5 g (22.1 mmol) of methyl (4aS,7aS)-1-hydroxy-7-hydroxymethyl-1,4a,5,7a-tetrahydrocyclopenta[c]pyran-4-carboxylate was dissolved in 25 ml of methanol and catalytic amount of trifluoroboron diethylether was added thereto. The reaction mixture was stirred at room temperature for 20 hours and then the reaction was stopped by the addition of saturated aqueous sodium bicarbonate solution. The organic layer was separated, dried over anhydrous magnesium sulfate, filtered, and distilled under vacuum. Th... The reactants are C1CCNCC1, CN(C)C=O, CC(C)(C)OC(=O)CN(CC(=O)OC(C)(C)C)C(=O)Cn1ccnc1CN(CCCCC(NC(=O)OCC1c2ccccc2-c2ccccc21)C(=O)O)Cc1nccn1CC(=O)N(CC(=O)OC(C)(C)C)CC(=O)OC(C)(C)C. Yields the product CC(C)(C)OC(=O)CN(CC(=O)OC(C)(C)C)C(=O)Cn1ccnc1CN(CCCCC(N)C(=O)O)Cc1nccn1CC(=O)N(CC(=O)OC(C)(C)C)CC(=O)OC(C)(C)C. Reaction SMILES: [CH2:80]1[CH2:81][CH2:82][NH:83][CH2:84][CH2:85]1.[O:86]=[CH:87][N:88]([CH3:89])[CH3:90].[cH:1]1[c:2]2[c:14]([cH:15][cH:16][cH:17]1)-[c:9]1[c:8]([cH:13][cH:12][cH:11][cH:10]1)[CH:3]2[CH2:4][O:5][C:6](=[O:7])[NH:18][CH:19]([C:20](=[O:21])[OH:22])[CH2:23][CH2:24][CH2:25][CH2:26][N:27]([CH2:28][c:29]1[n:30]([CH2:34][C:35]([N:36]([CH2:37][C:38]([O:39][C:40]([CH3:41])([CH3:42])[CH3:43])=[O:44])[CH2:45][C:46]([O:47][C:48]([CH3:49])([CH3:50])[CH3:51])=[O:52])=[O:53])[cH:31][cH:32][n:33]1)[CH2:54][c:55]1[n:56]([CH2:60][C:61](=[O:62])[N:63]([CH2:64][C:65]([O:66][C:67]([CH3:68])([CH3:69])[CH3:70])=[O:71])[CH2:72][C:73](=[O:74])[O:75][C:76]([CH3:77])([CH3:78])[CH3:79])[cH:57][cH:58][n:59]1>>[NH2:18][CH:19]([C:20](=[O:21])[OH:22])[CH2:23][CH2:24][CH2:25][CH2:26][N:27]([CH2:28][c:29]1[n:30]([CH2:34][C:35]([N:36]([CH2:37][C:38]([O:39][C:40]([CH3:41])([CH3:42])[CH3:43])=[O:44])[CH2:45][C:46]([O:47][C:48]([CH3:49])([CH3:50])[CH3:51])=[O:52])=[O:53])[cH:31][cH:32][n:33]1)[CH2:54][c:55]1[n:56]([CH2:60][C:61](=[O:62])[N:63]([CH2:64][C:65]([O:66][C:67]([CH3:68])([CH3:69])[CH3:70])=[O:71])[CH2:72][C:73](=[O:74])[O:75][C:76]([CH3:77])([CH3:78])[CH3:79])[cH:57][cH:58][n:59]1. Starting materials: FC=1C=NC=CC1CNN1C(=CC=C1)C=O (1-(3-fluoro-4-pyridinylmethylamino)-1H-pyrrol-2-carboxaldehyde), [BH4-].[Na+] (NaBH4). Run in C(C)O (ethanol). Conditions: temperature 5 celsius, time 1 hour. Product: FC=1C=NC=CC1CNN1C(=CC=C1)CO (1-(3-Fluoro-4-pyridinylmethylamino)-1H-pyrrol-2-methanol). Reaction SMILES: [F:1][C:2]1[CH:3]=[N:4][CH:5]=[CH:6][C:7]=1[CH2:8][NH:9][N:10]1[CH:14]=[CH:13][CH:12]=[C:11]1[CH:15]=[O:16].[BH4-].[Na+]>C(O)C>[F:1][C:2]1[CH:3]=[N:4][CH:5]=[CH:6][C:7]=1[CH2:8][NH:9][N:10]1[CH:14]=[CH:13][CH:12]=[C:11]1[CH2:15][OH:16] |f:1.2|. Procedure details: To a cold solution of 1-(3-fluoro-4-pyridinylmethylamino)-1H-pyrrol-2-carboxaldehyde (5.0 g) in 100 ml of ethanol, was added NaBH4 (2.0 g). After stirring at 5° C. for one hour, and then at ambient temperature for an additional hour, the mixture was concentrated to an oil, which was stirred with 100 ml of water for five minutes and extracted with ethyl acetate. The organic layer was washed with water and dried (saturated NaCl, anhydrous MgSO4). Product: O=P(OCC)(OCC)C=1C=CC=C(C1)B2OC(C)(C)C(O2)(C)C, O=P(OCC)(OCC)C1=CC=C(C=C1)B2OC(C)(C)C(O2)(C)C. Reagents/catalysts: O1B(OC(C)(C)C1(C)C)B2OC(C)(C)C(O2)(C)C, O=C(NC=1C=CC=CC1C=2C=NC(=CC2)C3=NC=CC=C3)NC4CCCCC4, C[OH2+].C[OH2+].C1CC=CCCC=C1.C1CC=CCCC=C1.[Ir].[Ir]. Conditions: temperature 40 celsius, time 6 hour. The reactants are O=P(OCC)(OCC)C=1C=CC=CC1. Yield: 3.0%. Run in C=1C=C(C=CC1C)C. Starting materials: OCC1=NN2C(N=C(C=C2S)CO)=N1 (2,5-bis(hydroxymethyl)-7-mercapto-s-triazolo[1,5-a]pyrimidine), N (ammonia), CC(=O)OCC1=C(N2[C@@H]([C@@H](C2=O)N)SC1)C(=O)O (7-aminocephalosporanic acid), O (water). Run in C(C)#N (acetonitrile). Reaction conditions: temperature 50 celsius, time 3 hour. Product: NC1[C@@H]2N(C(=C(CS2)CSC2=CC(=NC=3N2N=C(N3)CO)CO)C(=O)O)C1=O (7-amino-3-[(2,5-bis(hydroxymethyl)-s-triazolo[1,5-a]pyrimidin-7-yl)thiomethyl]-3-cephem-4-carboxylic acid). The yield is 37.6%. As a reaction SMILES: [OH:1][CH2:2][C:3]1[N:14]=[C:6]2[N:7]=[C:8]([CH2:12][OH:13])[CH:9]=[C:10]([SH:11])[N:5]2[N:4]=1.CC(O[CH2:19][C:20]1[CH2:29][S:28][C@@H:23]2[C@H:24]([NH2:27])[C:25](=[O:26])[N:22]2[C:21]=1[C:30]([OH:32])=[O:31])=O.O.N>C(#N)C>[NH2:27][CH:24]1[C:25](=[O:26])[N:22]2[C:21]([C:30]([OH:32])=[O:31])=[C:20]([CH2:19][S:11][C:10]3[N:5]4[N:4]=[C:3]([CH2:2][OH:1])[N:14]=[C:6]4[N:7]=[C:8]([CH2:12][OH:13])[CH:9]=3)[CH2:29][S:28][C@H:23]12. Procedure details: In 80 ml of acetonitrile were suspended 7.1 g of 2,5-bis(hydroxymethyl)-7-mercapto-s-triazolo[1,5-a]pyrimidine and 9.1 g of 7-aminocephalosporanic acid, and 15 ml of boron trifluoride-ethyl ether complex was added to the suspension and the mixture was stirred at 50° C. for 3 hours. After cooling the reaction mixture, 200 ml of water was added thereto and the mixture was adjusted to pH 2 with conc. aqueous ammonia. Precipitated crystal was collected by filtration, washed with water, washed with a...